From a dataset of the Open Reaction Database (ORD), a public repository of structured organic reaction records. describe an organic reaction: reactants, conditions, products, and yield Conditions: time 30 minute. Isolated yield 95.9%. Procedure: To a solution of 4-cyclopropylbenzaldehyde (0.71 g) in methanol (10 mL) was added lithium borohydride (2 mol/L tetrahydrofuran solution, 3.7 mL), and the mixture was warmed to room temperature and stirred for 30 minutes. To the reaction mixture was added water, and the mixture was extracted with diethyl ether. The organic layer was washed with 1 mol/L hydrochloric acid solution and brine, and dried over anhydrous sodium sulfate. The solvent was removed under reduced pressure, and the residue was... The reactants are C1(CC1)C1=CC=C(C=O)C=C1 (4-cyclopropylbenzaldehyde), [BH4-].[Li+] (lithium borohydride), O (water). As a reaction SMILES: [CH:1]1([C:4]2[CH:11]=[CH:10][C:7]([CH:8]=[O:9])=[CH:6][CH:5]=2)[CH2:3][CH2:2]1.[BH4-].[Li+].O>CO>[CH:1]1([C:4]2[CH:5]=[CH:6][C:7]([CH2:8][OH:9])=[CH:10][CH:11]=2)[CH2:2][CH2:3]1 |f:1.2|. The product is C1(CC1)C1=CC=C(CO)C=C1 (4-cyclopropylbenzyl alcohol). Run in CO (methanol). The reactants are COc1cc(Br)ccc1SC, CON(C)C(=O)C(C)NC(=O)OC(C)(C)C, I, [Mg], C1CCOC1. The product is COc1cc(C(=O)C(C)NC(=O)OC(C)(C)C)ccc1SC. RXN SMILES: [Br:2][c:3]1[cH:4][c:5]([O:11][CH3:12])[c:6]([S:9][CH3:10])[cH:7][cH:8]1.[CH3:14][O:15][N:16]([C:17]([CH:18]([CH3:19])[NH:20][C:21]([O:22][C:23]([CH3:24])([CH3:25])[CH3:26])=[O:27])=[O:28])[CH3:29].[I:13].[Mg:1].[O:30]1[CH2:31][CH2:32][CH2:33][CH2:34]1>>[c:3]1([C:17]([CH:18]([CH3:19])[NH:20][C:21]([O:22][C:23]([CH3:24])([CH3:25])[CH3:26])=[O:27])=[O:28])[cH:4][c:5]([O:11][CH3:12])[c:6]([S:9][CH3:10])[cH:7][cH:8]1. Reactants: NN1C(NCC1)=O (1-amino-2-imidazolidinone), O1CCCC1 (tetrahydrofuran), solution, C(=O)(Cl)Cl (phosgene). Solvent: C1(=CC=CC=C1)C (toluene). Conditions: time 8 hour. Yields the product ClC(=O)NN1C(NCC1)=O (1-(chlorocarbonylamino)-2-oxoimidazolidine). Reaction SMILES: [NH2:1][N:2]1[CH2:6][CH2:5][NH:4][C:3]1=[O:7].O1CCCC1.[C:13](Cl)([Cl:15])=[O:14]>C1(C)C=CC=CC=1>[Cl:15][C:13]([NH:1][N:2]1[CH2:6][CH2:5][NH:4][C:3]1=[O:7])=[O:14]. Procedure details: 1.01 g. (0.01 mol.) of 1-amino-2-imidazolidinone are dissolved in 20 ml. of anhydrous tetrahydrofuran and 20 ml. of a 1M solution of phosgene in toluene are added at 0°. The solution is stirred overnight at room temperature. The almost clear solution is filtered and evaporated to dryness. The 1-(chlorocarbonylamino)-2-oxoimidazolidine is obtained as an oily residue which is used without further purification. Starting materials: C1CCNC1, Nc1cnc(Br)cn1, O. Yields the product Nc1cnc(N2CCCC2)cn1. As a reaction SMILES: [CH2:9]1[CH2:10][CH2:11][NH:12][CH2:13]1.[NH2:1][c:2]1[n:3][cH:4][c:5]([Br:8])[n:6][cH:7]1.[OH2:14]>>[NH2:1][c:2]1[n:3][cH:4][c:5]([N:12]2[CH2:11][CH2:10][CH2:9][CH2:13]2)[n:6][cH:7]1. Starting materials: C(C1=CC=CC=C1)OCC1CCC(CC1)CO ((4-benzyloxymethyl-cyclohexyl)-methanol), C(=O)(O)[O-].[Na+] (NaHCO3), reagent. Solvent: ClCCl (dichloromethane). Run at time 0.5 hour. The product is COC(=O)C1CCC(CC1)CO (4-Hydroxymethyl-cyclohexanecarboxylic acid methyl ester), C(C1=CC=CC=C1)OCC1CCC(CC1)C=O (4-benzyloxymethyl-cyclohexanecarbaldehyde). RXN SMILES: [CH2:1]([O:8][CH2:9][CH:10]1[CH2:15][CH2:14][CH:13]([CH2:16][OH:17])[CH2:12][CH2:11]1)[C:2]1[CH:7]=[CH:6][CH:5]=[CH:4][CH:3]=1.C([O-])(O)=[O:19].[Na+]>ClCCl>[CH3:1][O:8][C:9]([CH:10]1[CH2:15][CH2:14][CH:13]([CH2:16][OH:17])[CH2:12][CH2:11]1)=[O:19].[CH2:1]([O:8][CH2:9][CH:10]1[CH2:15][CH2:14][CH:13]([CH:16]=[O:17])[CH2:12][CH2:11]1)[C:2]1[CH:7]=[CH:6][CH:5]=[CH:4][CH:3]=1 |f:1.2|. Reported procedure: To a mixture of (4-benzyloxymethyl-cyclohexyl)-methanol (1.40 g, 6 mmol) in dichloromethane (28 mL) is added Dess-Marin reagent (2.53 g, 6 mmol) at 0° C., and the mixture is stirred for 0.5 hour while warming to room temperature. After addition of saturated aqueous NaHCO3, the aqueous layer is extracted with EtOAc. The combined organic layer (dried with MgSO4) is concentrated. The desired product, 4-benzyloxymethyl-cyclohexanecarbaldehyde, is obtained (1.07 g, 79%) after purification using silic... The reactants are OC[C@H]1O[C@H]([C@H]2[C@@H]1OC(O2)(C)C)N2N=CC=1C2=NC=NC1NC(C1=CC=CC=C1)=O (N-(1-((3aR,4R,6R,6aR)-6-(hydroxymethyl)-2,2-dimethyl-tetrahydrofuro[3,4-d][1,3]dioxol-4-yl)-1H-pyrazolo[3,4-d]pyrimidin-4-yl)benzamide), ClC(C(=O)O)Cl (dichloroacetic acid), C1CCC(CC1)N=C=NC2CCCCC2 (DCC), C(C)OP(=O)(OCC)C=P(C1=CC=CC=C1)(C1=CC=CC=C1)C1=CC=CC=C1 ([(Diethoxyphosphinyl)methylidene]triphenylphosphorane). The solvent is O (H2O), CO (MeOH), CS(=O)C (dimethyl sulfoxide). Reaction conditions: time 8 hour. The product is C(C1=CC=CC=C1)(=O)NC1=C2C(=NC=N1)N(N=C2)[C@@H]2O[C@@H]([C@@H]1[C@H]2OC(O1)(C)C)/C=C/P(OCC)(OCC)=O (diethyl (E)-2-((3aR,4R,6R,6aR)-6-(4-benzamido-1H-pyrazolo[3,4-d]pyrimidin-1-yl)-2,2-dimethyl-tetrahydrofuro[3,4-d][1,3]dioxol-4-yl)vinylphosphonate). Yield: 27.0%. As a reaction SMILES: O[CH2:2][C@@H:3]1[C@H:7]2[O:8][C:9]([CH3:12])([CH3:11])[O:10][C@H:6]2[C@H:5]([N:13]2[C:17]3=[N:18][CH:19]=[N:20][C:21]([NH:22][C:23](=[O:30])[C:24]4[CH:29]=[CH:28][CH:27]=[CH:26][CH:25]=4)=[C:16]3[CH:15]=[N:14]2)[O:4]1.ClC(Cl)C(O)=O.C1CCC(N=C=NC2CCCCC2)CC1.[CH2:52]([O:54][P:55]([CH:60]=P(C1C=CC=CC=1)(C1C=CC=CC=1)C1C=CC=CC=1)([O:57][CH2:58][CH3:59])=[O:56])[CH3:53]>CS(C)=O.O.CO>[C:23]([NH:22][C:21]1[N:20]=[CH:19][N:18]=[C:17]2[N:13]([C@H:5]3[C@@H:6]4[O:10][C:9]([CH3:12])([CH3:11])[O:8][C@@H:7]4[C@@H:3](/[CH:2]=[CH:60]/[P:55](=[O:56])([O:57][CH2:58][CH3:59])[O:54][CH2:52][CH3:53])[O:4]3)[N:14]=[CH:15][C:16]=12)(=[O:30])[C:24]1[CH:25]=[CH:26][CH:27]=[CH:28][CH:29]=1. Procedure details: Compound 22.3 (2.03 g, 4.93 mmol) in anhydrous dimethyl sulfoxide (25 mL, 0.2 M) was treated with dichloroacetic acid (400 μL, 4.93 mmol) and DCC (2.04 g, 9.67 mmol). The solution was stirred at room temperature for 2 h. [(Diethoxyphosphinyl)methylidene]triphenylphosphorane (2.0 g, 4.93 mmol, J. Org. Chem. 1996, 61, 7697-7701) was added and the mixture was stirred overnight. MeOH (25 mL) and H2O (25 mL) were added and the mixture was filtered over a plug of SiO2 and washed with MeOH (3×25 mL). T...